Dataset: the Open Reaction Database (ORD), a public repository of structured organic reaction records. Task: describe an organic reaction: reactants, conditions, products, and yield The reactants are C(C)(C)(C)OC(=O)N1[C@@H](C[C@@H](C1)F)CO ((2S,4S)-1-(tert-butoxycarbonyl)-4-fluoro-2-pyrrolidinylmethanol), [H-].[Na+] (sodium hydride), O (Water), C(C1=CC=CC=C1)OC\C=C/CBr ((Z)-4-benzyloxy-1-bromo-2-butene). Reagents/catalysts: [I-].C(CCC)[N+](CCCC)(CCCC)CCCC (tetra-n-butyl ammonium iodide). Run in C1CCOC1 (THF), C1CCOC1 (THF). Conditions: temperature 0 celsius. Yields the product C(C1=CC=CC=C1)OC\C=C/COC[C@H]1N(C[C@H](C1)F)C(=O)OC(C)(C)C ((Z)-(2S,4S)-2-(4-benzyloxy-2-butenyloxymethyl)-1-(tert-butoxycarbonyl)-4-fluoropyrrolidine). Yield: 77.6%. As a reaction SMILES: [C:1]([O:5][C:6]([N:8]1[CH2:12][C@@H:11]([F:13])[CH2:10][C@H:9]1[CH2:14][OH:15])=[O:7])([CH3:4])([CH3:3])[CH3:2].[H-].[Na+].[CH2:18]([O:25][CH2:26]/[CH:27]=[CH:28]\[CH2:29]Br)[C:19]1[CH:24]=[CH:23][CH:22]=[CH:21][CH:20]=1.O>C1COCC1.[I-].C([N+](CCCC)(CCCC)CCCC)CCC>[CH2:18]([O:25][CH2:26]/[CH:27]=[CH:28]\[CH2:29][O:15][CH2:14][C@@H:9]1[CH2:10][C@H:11]([F:13])[CH2:12][N:8]1[C:6]([O:5][C:1]([CH3:4])([CH3:3])[CH3:2])=[O:7])[C:19]1[CH:24]=[CH:23][CH:22]=[CH:21][CH:20]=1 |f:1.2,6.7|. Procedure details: To a solution of (2S,4S)-1-(tert-butoxycarbonyl)-4-fluoro-2-pyrrolidinylmethanol (2.46 g, 11.2 mmol) in THF (100 ml), sodium hydride (60% in oil; 896 mg, 22.4 mmol) was added in portions under stirring at 0° C. in a nitrogen gas stream. After stirring at the same temperature for 20 minutes, a solution of (Z)-4-benzyloxy-1-bromo-2-butene (2.76 g, 11.2 mmol) in THF (100 ml) was added. The reaction mixture was stirred for 5 minutes. To the reaction mixture was added tetra-n-butyl ammonium iodide (1... Starting materials: BrC1(C(N(C2=CC=C(C=C12)Cl)C(C(=O)N)C)=O)Br (2-(3,3-dibromo-5-chloro-2-oxo-2,3-dihydro-1H-indol-1-yl)propanamide). Reagents/catalysts: [Zn] (Zinc). Run in CC(=O)O (AcOH). Conditions: time 1 hour. The product is ClC=1C=C2CC(N(C2=CC1)C(C(=O)N)C)=O (2-(5-chloro-2-oxo-2,3-dihydro-1H-indol-1-yl)propanamide). RXN SMILES: Br[C:2]1(Br)[C:10]2[C:5](=[CH:6][CH:7]=[C:8]([Cl:11])[CH:9]=2)[N:4]([CH:12]([CH3:16])[C:13]([NH2:15])=[O:14])[C:3]1=[O:17]>CC(O)=O.[Zn]>[Cl:11][C:8]1[CH:9]=[C:10]2[C:5](=[CH:6][CH:7]=1)[N:4]([CH:12]([CH3:16])[C:13]([NH2:15])=[O:14])[C:3](=[O:17])[CH2:2]2. Procedure: Zinc dust (23.71 g, 0.58 mol) was added to a stirred solution of compound 31 (theoretical: 58.4 mmol) in AcOH (110 ml) at 0° C. After 1 hour, the reaction mixture was filtered through a Celite pad. The filtrate was diluted with AcOEt and cold water. The pH was adjusted to 7 and the layers were separated. The aqueous phase was extracted again with AcOEt. Organic layers were dried over Na2SO4 and concentrated. The beige solid was cristallized in AcOEt and afforded 2-(5-chloro-2-oxo-2,3-dihydro-1H-...